Dataset: the Open Reaction Database (ORD), a public repository of structured organic reaction records. Task: describe an organic reaction: reactants, conditions, products, and yield The reactants are C(CCCCCCCCCC)C=1OCCN1 (Undecyloxazoline), C(C)NCC (diethylamine). The reagents and catalysts are C(C)(=O)[O-].[Zn+2].C(C)(=O)[O-] (zinc acetate). Product: C(C)N(CCNC(CCCCCCCCCC)=O)CC (N-(2-diethylaminoethyl)undecylamide). Yield: 87.0%. RXN SMILES: [CH2:1]([C:12]1[O:13][CH2:14][CH2:15][N:16]=1)[CH2:2][CH2:3][CH2:4][CH2:5][CH2:6][CH2:7][CH2:8][CH2:9][CH2:10]C.[CH2:17]([NH:19][CH2:20][CH3:21])[CH3:18]>C([O-])(=O)C.[Zn+2].C([O-])(=O)C>[CH2:17]([N:19]([CH2:20][CH3:21])[CH2:14][CH2:15][NH:16][C:12](=[O:13])[CH2:1][CH2:2][CH2:3][CH2:4][CH2:5][CH2:6][CH2:7][CH2:8][CH2:9][CH3:10])[CH3:18] |f:2.3.4|. Procedure details: Undecyloxazoline (53 mmoles), diethylamine (104 mmoles) and 0.9 mmole of zinc acetate are reacted under conditions similar to Example 2 to yield 87 percent of theoretical N-(2-diethylaminoethyl)undecylamide. The reactants are ClC1=CC=C(C=C1)C(NC1=CC=C(C=C1)S(=O)(=O)C)=N (4-chloro-N-[4-(methylsulfonyl)phenyl]benzenecarboximidamide), C([O-])(O)=O.[Na+] (sodium bicarbonate), FC=1C=C(C(CBr)=O)C=CC1 (3-fluorophenacyl bromide). The solvent is C(C)(C)O (isopropanol). Yields the product ClC1=CC=C(C=C1)C=1N(C=C(N1)C1=CC(=CC=C1)F)C1=CC=C(C=C1)S(=O)(=O)C (2-(4-chlorophenyl)-4-(3-fluorophenyl)-1-[4-(methylsulfonyl)phenyl]-1H-imidazole). Yield: 50.3%. RXN SMILES: [Cl:1][C:2]1[CH:7]=[CH:6][C:5]([C:8](=[NH:20])[NH:9][C:10]2[CH:15]=[CH:14][C:13]([S:16]([CH3:19])(=[O:18])=[O:17])=[CH:12][CH:11]=2)=[CH:4][CH:3]=1.C(=O)(O)[O-].[Na+].[F:26][C:27]1[CH:28]=[C:29]([CH:34]=[CH:35][CH:36]=1)[C:30](=O)[CH2:31]Br>C(O)(C)C>[Cl:1][C:2]1[CH:3]=[CH:4][C:5]([C:8]2[N:9]([C:10]3[CH:15]=[CH:14][C:13]([S:16]([CH3:19])(=[O:17])=[O:18])=[CH:12][CH:11]=3)[CH:31]=[C:30]([C:29]3[CH:34]=[CH:35][CH:36]=[C:27]([F:26])[CH:28]=3)[N:20]=2)=[CH:6][CH:7]=1 |f:1.2|. Procedure details: To a mixture of 4-chloro-N-[4-(methylsulfonyl)phenyl]benzenecarboximidamide (Example 1, Step 1) (700 mg, 2.24 mmol) and sodium bicarbonate (376 mg, 4.48 mmol) in isopropanol (30 mL), 3-fluorophenacyl bromide (0.97 g, 4.48 mmol) was added. After heating the reaction mixture at 75°-80° C. for 18 hours, the solvent was removed. The residue was redissolved in methylene chloride and washed with aqueous sodium bicarbonate and water. The organic fractions were combined, dried over sodium sulfate, filte... The reactants are NC=1N=CC(=C2C1OC(=C2)Cl)C=2C=NN(C2)C2CCN(CC2)C(C)=O (1-{4-[4-(7-amino-2-chlorofuro[2,3-c]pyridin-4-yl)-1H-pyrazol-1-yl]piperidin-1-yl}ethanone), O1C(CCCC1)N1N=C(C2=CC(=CC=C12)B1OC(C(O1)(C)C)(C)C)C#N (1-(tetrahydro-2H-pyran-2-yl)-5-(4,4,5,5-tetramethyl-1,3,2-dioxaborolan-2-yl)-1H-indazole-3-carbonitrile). Product: C(C)(=O)N1CCC(CC1)N1N=CC(=C1)C1=C2C(=C(N=C1)N)OC(=C2)C=2C=C1C(=NN(C1=CC2)C2OCCCC2)C#N (5-{4-[1-(1-acetylpiperidin-4-yl)-1H-pyrazol-4-yl]-7-aminofuro[2,3-c]pyridin-2-yl}-1-(tetrahydro-2H-pyran-2-yl)-1H-indazole-3-carbonitrile). The yield is 65.0%. As a reaction SMILES: [NH2:1][C:2]1[N:3]=[CH:4][C:5]([C:12]2[CH:13]=[N:14][N:15]([CH:17]3[CH2:22][CH2:21][N:20]([C:23](=[O:25])[CH3:24])[CH2:19][CH2:18]3)[CH:16]=2)=[C:6]2[CH:10]=[C:9](Cl)[O:8][C:7]=12.[O:26]1[CH2:31][CH2:30][CH2:29][CH2:28][CH:27]1[N:32]1[C:40]2[C:35](=[CH:36][C:37](B3OC(C)(C)C(C)(C)O3)=[CH:38][CH:39]=2)[C:34]([C:50]#[N:51])=[N:33]1>>[C:23]([N:20]1[CH2:21][CH2:22][CH:17]([N:15]2[CH:16]=[C:12]([C:5]3[CH:4]=[N:3][C:2]([NH2:1])=[C:7]4[O:8][C:9]([C:37]5[CH:36]=[C:35]6[C:40](=[CH:39][CH:38]=5)[N:32]([CH:27]5[CH2:28][CH2:29][CH2:30][CH2:31][O:26]5)[N:33]=[C:34]6[C:50]#[N:51])=[CH:10][C:6]=34)[CH:13]=[N:14]2)[CH2:18][CH2:19]1)(=[O:25])[CH3:24]. Procedure details: The title compound was prepared in 65% yield from 1-{4-[4-(7-amino-2-chlorofuro[2,3-c]pyridin-4-yl)-1H-pyrazol-1-yl]piperidin-1-yl}ethanone and 1-(tetrahydro-2H-pyran-2-yl)-5-(4,4,5,5-tetramethyl-1,3,2-dioxaborolan-2-yl)-1H-indazole-3-carbonitrile by a procedure analogous to Example 87. 1H NMR (400 MHz, CDCl3): δ 8.39 (s, 1 H), 8.07-7.92 (m, 2 H), 7.90-7.80 (m, 2 H), 7.72 (s, 1 H), 7.19 (s, 1 H), 5.87 (dd, J=2.9, 8.2 Hz, 1 H), 4.97 (s, 2 H), 4.87-4.68 (m, 1 H), 4.60-4.28 (m, 1 H), 4.11-3.87 (m, ... The reactants are OC1=C2C(=NC(=C1)C1=CC=CC=C1)C1=C(O2)C=CC(=C1)Br (4-hydroxyl-8-bromo-2-phenyl-benzofuro[3,2-b]pyridine), O=P(Cl)(Cl)Cl (POCl3). Yields the product BrC=1C=CC2=C(C1)C1=NC(=CC(=C1O2)Cl)C2=CC=CC=C2 (8-bromo-4-chloro-2-phenyl-benzofuro[3,2-b]pyridine). Yield: 71.0%. Reaction SMILES: O[C:2]1[CH:7]=[C:6]([C:8]2[CH:13]=[CH:12][CH:11]=[CH:10][CH:9]=2)[N:5]=[C:4]2[C:14]3[CH:20]=[C:19]([Br:21])[CH:18]=[CH:17][C:15]=3[O:16][C:3]=12.O=P(Cl)(Cl)[Cl:24]>>[Br:21][C:19]1[CH:18]=[CH:17][C:15]2[O:16][C:3]3[C:4](=[N:5][C:6]([C:8]4[CH:13]=[CH:12][CH:11]=[CH:10][CH:9]=4)=[CH:7][C:2]=3[Cl:24])[C:14]=2[CH:20]=1. Procedure: 4-hydroxyl-8-bromo-2-phenyl-benzofuro[3,2-b]pyridine (8.7 g, 25.72 mmol) was added to POCl3 (100 mL) The mixture was refluxed for 4 hours. TLC showed the reaction completed. POCl3 was evaporated under reduced pressure. The residue was poured into ice-water under stirring. The yellow solids precipitated out were collected by filtration to give 8-bromo-4-chloro-2-phenyl-benzofuro[3,2-b]pyridine (M6) (6.52 g, 71.01% yield). Starting materials: CC1=C(C(CCC1)(C)C)C=O (β-cyclocitral). The reagents and catalysts are [Pd] (palladium). Run in alcohol. Yields the product C(=O)C1C(CCCC1(C)C)C (1-formyl-2,6,6-trimethylcyclohexane). As a reaction SMILES: [CH3:1][C:2]1[CH2:7][CH2:6][CH2:5][C:4]([CH3:9])([CH3:8])[C:3]=1[CH:10]=[O:11]>[Pd]>[CH:10]([CH:3]1[C:4]([CH3:9])([CH3:8])[CH2:5][CH2:6][CH2:7][CH:2]1[CH3:1])=[O:11]. Procedure details: reducing β-cyclocitral through hydrogenation with a supported palladium catalyst in alcohol at about ambient temperature and at about atmospheric pressure to form 1-formyl-2,6,6-trimethylcyclohexane, Reactants: [NH4+].[Cl-] (NH4Cl), ClC1=NC=CC(=C1)C#C[Si](C)(C)C (2-Chloro-4-trimethylsilanylethynyl-pyridine), C1(CCCCC1)P(C1=C(C=CC=C1)C1=CC=CC=C1)C1CCCCC1 (2-(dicyclohexylphosphino)biphenyl), [Li+].C[Si](C)(C)[N-][Si](C)(C)C (LiHMDS). The reagents and catalysts are C=1C=CC(=CC1)/C=C/C(=O)/C=C/C2=CC=CC=C2.C=1C=CC(=CC1)/C=C/C(=O)/C=C/C2=CC=CC=C2.C=1C=CC(=CC1)/C=C/C(=O)/C=C/C2=CC=CC=C2.[Pd].[Pd] (tris(dibenzylideneacetone)dipalladium(0)). The solvent is O (water), C1CCOC1 (THF). Run at temperature 60 celsius. Yields the product C[Si](C)(C)C#CC1=CC(=NC=C1)N (4-Trimethylsilanylethynyl-pyridin-2-ylamine). Yield: 94.3%. As a reaction SMILES: Cl[C:2]1[CH:7]=[C:6]([C:8]#[C:9][Si:10]([CH3:13])([CH3:12])[CH3:11])[CH:5]=[CH:4][N:3]=1.C1(P(C2CCCCC2)C2C=CC=CC=2C2C=CC=CC=2)CCCCC1.[Li+].C[Si]([N-:44][Si](C)(C)C)(C)C.[NH4+].[Cl-]>C1C=CC(/C=C/C(/C=C/C2C=CC=CC=2)=O)=CC=1.C1C=CC(/C=C/C(/C=C/C2C=CC=CC=2)=O)=CC=1.C1C=CC(/C=C/C(/C=C/C2C=CC=CC=2)=O)=CC=1.[Pd].[Pd].O.C1COCC1>[CH3:11][Si:10]([C:9]#[C:8][C:6]1[CH:5]=[CH:4][N:3]=[C:2]([NH2:44])[CH:7]=1)([CH3:13])[CH3:12] |f:2.3,4.5,6.7.8.9.10|. Procedure: 2-Chloro-4-trimethylsilanylethynyl-pyridine (9.3 g, 44 mmol), tris(dibenzylideneacetone)dipalladium(0) (8.1 g, 8.9 mmol) and 2-(dicyclohexylphosphino)biphenyl (8.1 g, 23 mmol) are added into the de-gased dry THF (60 mL). Then 1.0 M LiHMDS (155 mL, 155 mmol) is added. The reaction mixture is heated at 60° C. for 16 hrs before it is cooled down to room temperature and saturated NH4Cl aqueous solution (100 mL) is added along with water (100 mL). The mixture is extracted with EtOAc (2×200 mL) and th... Starting materials: ClC1=CC=C(C2=CC=CC=C12)OC (1-chloro-4-methoxynaphthalene), C(C)(=O)O (acetic acid), Br (hydrobromic acid). The solvent is O (water). Yields the product ClC1=CC=C(C2=CC=CC=C12)O (1-chloro-4-hydroxynaphthalene). Reaction SMILES: [Cl:1][C:2]1[C:11]2[C:6](=[CH:7][CH:8]=[CH:9][CH:10]=2)[C:5]([O:12]C)=[CH:4][CH:3]=1.C(O)(=O)C.Br>O>[Cl:1][C:2]1[C:11]2[C:6](=[CH:7][CH:8]=[CH:9][CH:10]=2)[C:5]([OH:12])=[CH:4][CH:3]=1. Procedure details: The known compound 1-chloro-4-methoxynaphthalene is dissolved in 150 ml. of acetic acid and 150 ml. of 48 percent hydrobromic acid, and the mixture is heated at its reflux temperature for 2 hours. The mixture is diluted with 200 ml. of water and cooled to provide 1-chloro-4-hydroxynaphthalene as a crystalline solid.